Dataset: the Open Reaction Database (ORD), a public repository of structured organic reaction records. Task: describe an organic reaction: reactants, conditions, products, and yield The reactants are BrN1C(CCC1=O)=O (N-bromosuccinimide), C1(CCC(N1)=O)=O (succinimide), ClC=1C=CC(=C(C1)C)F (5-Chloro-2-fluoro-toluene), CCCCCCC (Heptane). The reagents and catalysts are C(C1=CC=CC=C1)(=O)OOC(C1=CC=CC=C1)=O (dibenzoyl peroxide). Solvent: C(C)OC(C)=O (ethylacetate). Reaction conditions: temperature 80 celsius, time 3 hour. Product: ClC=1C=CC(=C(CBr)C1)F (5-chloro-2-fluoro-benzylbromide). Yield: 104.8%. Reaction SMILES: [Cl:1][C:2]1[CH:3]=[CH:4][C:5]([F:9])=[C:6]([CH3:8])[CH:7]=1.[Br:10]N1C(=O)CCC1=O.CCCCCCC.C1(=O)NC(=O)CC1>C(OC(=O)C)C.C(OOC(=O)C1C=CC=CC=1)(=O)C1C=CC=CC=1>[Cl:1][C:2]1[CH:3]=[CH:4][C:5]([F:9])=[C:6]([CH:7]=1)[CH2:8][Br:10]. Procedure: 5-Chloro-2-fluoro-toluene (100 g, 692 mmol) was dissolved in ethylacetate (300 ml) at 20° C. To this solution N-bromosuccinimide (147.7 g, 830 mmol) and dibenzoyl peroxide (2 g, 8.25 mmol) was added. The mixture was stirred at 80° C. for 3 hours. Heptane (300 ml) was added and the solution was cool to 0° C. whereupon succinimide precipitates. After filtration and washing with heptane, the residue was washed with water (1500 ml). The filtrate was concentrated in vacuo to dryness, yielding 162 gra... Starting materials: O=C=Nc1cccc(Cl)c1Cl, CC(Cc1cccc(-n2nc(-c3ccccc3F)cc2N)c1)C(N)=O. The product is CC(Cc1cccc(-n2nc(-c3ccccc3F)cc2NC(=O)Nc2cccc(Cl)c2Cl)c1)C(N)=O. As a reaction SMILES: [Cl:26][c:27]1[c:28]([N:34]=[C:35]=[O:36])[cH:29][cH:30][cH:31][c:32]1[Cl:33].[NH2:1][c:2]1[cH:3][c:4](-[c:19]2[c:20]([F:25])[cH:21][cH:22][cH:23][cH:24]2)[n:5][n:6]1-[c:7]1[cH:8][c:9]([CH2:13][CH:14]([C:15](=[O:16])[NH2:17])[CH3:18])[cH:10][cH:11][cH:12]1>>[NH:1]([c:2]1[cH:3][c:4](-[c:19]2[c:20]([F:25])[cH:21][cH:22][cH:23][cH:24]2)[n:5][n:6]1-[c:7]1[cH:8][c:9]([CH2:13][CH:14]([C:15](=[O:16])[NH2:17])[CH3:18])[cH:10][cH:11][cH:12]1)[C:35]([NH:34][c:28]1[c:27]([Cl:26])[c:32]([Cl:33])[cH:31][cH:30][cH:29]1)=[O:36]. The reactants are CC(=O)O, CCCN(c1ccccc1)c1nc(C)nc(S)c1[N+](=O)[O-], [Zn]. Yields the product CCCN(c1ccccc1)c1nc(C)nc(S)c1N. Reaction SMILES: [CH3:22][C:23](=[O:24])[OH:25].[SH:1][c:2]1[n:3][c:4]([CH3:21])[n:5][c:6]([N:11]([CH2:12][CH2:13][CH3:14])[c:15]2[cH:16][cH:17][cH:18][cH:19][cH:20]2)[c:7]1[N+:8]([O-:9])=[O:10].[Zn:26]>>[SH:1][c:2]1[n:3][c:4]([CH3:21])[n:5][c:6]([N:11]([CH2:12][CH2:13][CH3:14])[c:15]2[cH:16][cH:17][cH:18][cH:19][cH:20]2)[c:7]1[NH2:8]. The reactants are O=Cc1cc(O)ccc1Br, COC(=O)c1cc(F)ccc1C#N, O=C([O-])[O-], CN(C)C=O, [K+], [K+], O. Product: COC(=O)c1cc(Oc2ccc(Br)c(C=O)c2)ccc1C#N. RXN SMILES: [Br:14][c:15]1[c:16]([CH:17]=[O:18])[cH:19][c:20]([OH:23])[cH:21][cH:22]1.[C:1](#[N:2])[c:3]1[c:4]([C:5](=[O:6])[O:7][CH3:8])[cH:9][c:10]([F:13])[cH:11][cH:12]1.[C:24](=[O:25])([O-:26])[O-:27].[CH3:31][N:32]([CH3:33])[CH:34]=[O:35].[K+:28].[K+:29].[OH2:30]>>[C:1](#[N:2])[c:3]1[c:4]([C:5](=[O:6])[O:7][CH3:8])[cH:9][c:10]([O:23][c:20]2[cH:19][c:16]([CH:17]=[O:18])[c:15]([Br:14])[cH:22][cH:21]2)[cH:11][cH:12]1.